Dataset: the Open Reaction Database (ORD), a public repository of structured organic reaction records. Task: describe an organic reaction: reactants, conditions, products, and yield Starting materials: C(C1=CC=CC=C1)[C@@H]1CCC(N1C([C@@H](CC1=CC=C(C=C1)OCC1=CC(=CC=2CC(OC21)(C)C)F)C)=O)=O ((S)-5-benzyl-1-((R)-3-(4-((5-fluoro-2,2-dimethyl-2,3-dihydrobenzofuran-7-yl)methoxy)phenyl)-2-methylpropanoyl)pyrrolidin-2-one), S(=O)([O-])[O-].[Na+].[Na+] (sodium sulfite), [OH-].[Li+] (lithium hydroxide), OO (hydrogen peroxide). Run in O1CCCC1.O (tetrahydrofuran water), O (water), O (water). Run at temperature 0 celsius, time 30 minute. The product is FC=1C=C(C2=C(CC(O2)(C)C)C1)COC1=CC=C(C=C1)C[C@H](C(=O)O)C ((R)-3-(4-((5-fluoro-2,2-dimethyl-2,3-dihydrobenzofuran-7-yl)methoxy)phenyl)-2-methylpropanoic acid). Reaction SMILES: [OH-].[Li+].OO.C([C@H]1N([C:17](=[O:41])[C@H:18]([CH3:40])[CH2:19][C:20]2[CH:25]=[CH:24][C:23]([O:26][CH2:27][C:28]3[C:36]4[O:35][C:34]([CH3:38])([CH3:37])[CH2:33][C:32]=4[CH:31]=[C:30]([F:39])[CH:29]=3)=[CH:22][CH:21]=2)C(=O)CC1)C1C=CC=CC=1.S([O-])([O-])=[O:44].[Na+].[Na+]>O.O1CCCC1.O>[F:39][C:30]1[CH:29]=[C:28]([CH2:27][O:26][C:23]2[CH:22]=[CH:21][C:20]([CH2:19][C@@H:18]([CH3:40])[C:17]([OH:41])=[O:44])=[CH:25][CH:24]=2)[C:36]2[O:35][C:34]([CH3:37])([CH3:38])[CH2:33][C:32]=2[CH:31]=1 |f:0.1,4.5.6,8.9|. Reported procedure: To a solution of lithium hydroxide (65 mg, 1.55 mmol) in water (2 mL) was added 30% hydrogen peroxide (0.4 mL, 3.88 mmol) and stirred for 30 minutes. The solution was cooled to 0° C. and was added to a solution of (S)-5-benzyl-1-((R)-3-(4-((5-fluoro-2,2-dimethyl-2,3-dihydrobenzofuran-7-yl)methoxy)phenyl)-2-methylpropanoyl)pyrrolidin-2-one (805) (500 mg, 0.97 mmol) in 4:1 tetrahydrofuran/water (5 mL) at 0° C. The reaction was stirred for 1 hour at 0° C. and was quenched with sodium sulfite (489 m... Reactants: O=C([O-])[O-], O=c1cc(Cl)oc(N2CCOCC2)c1, [K+], [K+], N#N, C1COCCO1, OB(O)c1cccc2c1Oc1ccccc1S2, c1ccc(P(c2ccccc2)(c2ccccc2)[Pd](P(c2ccccc2)(c2ccccc2)c2ccccc2)(P(c2ccccc2)(c2ccccc2)c2ccccc2)P(c2ccccc2)(c2ccccc2)c2ccccc2)cc1. The product is O=c1cc(-c2cccc3c2Oc2ccccc2S3)oc(N2CCOCC2)c1. RXN SMILES: [C:32](=[O:33])([O-:34])[O-:35].[Cl:1][c:2]1[o:3][c:4]([N:9]2[CH2:10][CH2:11][O:12][CH2:13][CH2:14]2)[cH:5][c:6](=[O:8])[cH:7]1.[K+:36].[K+:37].[N:38]#[N:39].[O:40]1[CH2:41][CH2:42][O:43][CH2:44][CH2:45]1.[cH:15]1[cH:16][cH:17][c:18]([B:29]([OH:30])[OH:31])[c:19]2[c:28]1[S:27][c:26]1[c:21]([cH:22][cH:23][cH:24][cH:25]1)[O:20]2.[cH:46]1[cH:47][cH:48][c:49]([P:50]([Pd:51]([P:52]([c:53]2[cH:54][cH:55][cH:56][cH:57][cH:58]2)([c:59]2[cH:60][cH:61][cH:62][cH:63][cH:64]2)[c:65]2[cH:66][cH:67][cH:68][cH:69][cH:70]2)([P:71]([c:72]2[cH:73][cH:74][cH:75][cH:76][cH:77]2)([c:78]2[cH:79][cH:80][cH:81][cH:82][cH:83]2)[c:84]2[cH:85][cH:86][cH:87][cH:88][cH:89]2)[P:90]([c:91]2[cH:92][cH:93][cH:94][cH:95][cH:96]2)([c:97]2[cH:98][cH:99][cH:100][cH:101][cH:102]2)[c:103]2[cH:104][cH:105][cH:106][cH:107][cH:108]2)([c:109]2[cH:110][cH:111][cH:112][cH:113][cH:114]2)[c:115]2[cH:116][cH:117][cH:118][cH:119][cH:120]2)[cH:121][cH:122]1>>[c:2]1(-[c:18]2[cH:17][cH:16][cH:15][c:28]3[c:19]2[O:20][c:21]2[cH:22][cH:23][cH:24][cH:25][c:26]2[S:27]3)[o:3][c:4]([N:9]2[CH2:10][CH2:11][O:12][CH2:13][CH2:14]2)[cH:5][c:6](=[O:8])[cH:7]1. Starting materials: CC(=O)O, CC(=O)[O-], CC(C)c1cc(Oc2c(Cl)cc(CC(=O)O)cc2Cl)nnc1Cl, [Na+]. Product: CC(C)c1cc(Oc2c(Cl)cc(CC(=O)O)cc2Cl)n[nH]c1=O. RXN SMILES: [CH3:29][C:30](=[O:31])[OH:32].[CH3:2][C:3]([O-:4])=[O:5].[Cl:6][c:7]1[cH:8][c:9]([CH2:25][C:26](=[O:27])[OH:28])[cH:10][c:11]([Cl:24])[c:12]1[O:13][c:14]1[n:15][n:16][c:17]([Cl:23])[c:18]([CH:20]([CH3:21])[CH3:22])[cH:19]1.[Na+:1]>>[O:4]=[c:17]1[nH:16][n:15][c:14]([O:13][c:12]2[c:7]([Cl:6])[cH:8][c:9]([CH2:25][C:26](=[O:27])[OH:28])[cH:10][c:11]2[Cl:24])[cH:19][c:18]1[CH:20]([CH3:21])[CH3:22]. Starting materials: Cc1c(-c2cccc(OCc3ccccc3)c2)c2c(N)ncnc2n1C1CC(CO)C1, OCC1CCCN1, Cc1ccc(S(=O)(=O)Cl)cc1, c1ccncc1. Yields the product Cc1c(-c2cccc(OCc3ccccc3)c2)c2c(N)ncnc2n1C1CC(CN2CCCC2CO)C1. Reaction SMILES: [NH2:1][c:2]1[c:3]2[c:4]([n:5][cH:6][n:7]1)[n:8]([CH:26]1[CH2:27][CH:28]([CH2:30][OH:31])[CH2:29]1)[c:9]([CH3:25])[c:10]2-[c:11]1[cH:12][c:13]([O:17][CH2:18][c:19]2[cH:20][cH:21][cH:22][cH:23][cH:24]2)[cH:14][cH:15][cH:16]1.[NH:43]1[CH:44]([CH2:45][OH:46])[CH2:47][CH2:48][CH2:49]1.[c:32]1([CH3:33])[cH:34][cH:35][c:36]([S:37]([Cl:38])(=[O:39])=[O:40])[cH:41][cH:42]1.[cH:50]1[cH:51][cH:52][n:53][cH:54][cH:55]1>>[NH2:1][c:2]1[c:3]2[c:4]([n:5][cH:6][n:7]1)[n:8]([CH:26]1[CH2:27][CH:28]([CH2:30][N:43]3[CH:44]([CH2:45][OH:46])[CH2:47][CH2:48][CH2:49]3)[CH2:29]1)[c:9]([CH3:25])[c:10]2-[c:11]1[cH:12][c:13]([O:17][CH2:18][c:19]2[cH:20][cH:21][cH:22][cH:23][cH:24]2)[cH:14][cH:15][cH:16]1. Starting materials: ClC=1N=NC(=CC1)N1CCN(CC1)CC(=O)N1CCN(CC1)C1CCC1 (3-chloro-6-{4-[2-(4-cyclobutylpiperazin-1-yl)-2-oxoethyl]-piperazin-1-yl}pyridazine), C(CCC)[Sn](C(=C)OCC)(CCCC)CCCC (tributyl-(1-ethoxyvinyl)tin). Reagents/catalysts: C=1C=CC(=CC1)[P](C=2C=CC=CC2)(C=3C=CC=CC3)[Pd]([P](C=4C=CC=CC4)(C=5C=CC=CC5)C=6C=CC=CC6)([P](C=7C=CC=CC7)(C=8C=CC=CC8)C=9C=CC=CC9)[P](C=1C=CC=CC1)(C=1C=CC=CC1)C=1C=CC=CC1 (Pd(PPh3)4). Run in C1(=CC=CC=C1)C (toluene). Run at temperature 120 celsius. The product is C1(CCC1)N1CCN(CC1)C(CN1CCN(CC1)C1=CC=C(N=N1)C(C)=O)=O (1-(6-{4-[2-(4-Cyclobutylpiperazin-1-yl)-2-oxoethyl]piperazin-1-yl}pyridazin-3-yl)ethanone). RXN SMILES: Cl[C:2]1[N:3]=[N:4][C:5]([N:8]2[CH2:13][CH2:12][N:11]([CH2:14][C:15]([N:17]3[CH2:22][CH2:21][N:20]([CH:23]4[CH2:26][CH2:25][CH2:24]4)[CH2:19][CH2:18]3)=[O:16])[CH2:10][CH2:9]2)=[CH:6][CH:7]=1.C([Sn](CCCC)(CCCC)[C:32]([O:34]CC)=[CH2:33])CCC>C1(C)C=CC=CC=1.C1C=CC([P]([Pd]([P](C2C=CC=CC=2)(C2C=CC=CC=2)C2C=CC=CC=2)([P](C2C=CC=CC=2)(C2C=CC=CC=2)C2C=CC=CC=2)[P](C2C=CC=CC=2)(C2C=CC=CC=2)C2C=CC=CC=2)(C2C=CC=CC=2)C2C=CC=CC=2)=CC=1>[CH:23]1([N:20]2[CH2:21][CH2:22][N:17]([C:15](=[O:16])[CH2:14][N:11]3[CH2:12][CH2:13][N:8]([C:5]4[N:4]=[N:3][C:2]([C:32](=[O:34])[CH3:33])=[CH:7][CH:6]=4)[CH2:9][CH2:10]3)[CH2:18][CH2:19]2)[CH2:26][CH2:25][CH2:24]1 |^1:55,57,76,95|. Reported procedure: In a sealed tube, dissolve 3-chloro-6-{4-[2-(4-cyclobutylpiperazin-1-yl)-2-oxoethyl]-piperazin-1-yl}pyridazine (150 mg, 0.396 mmol), tributyl-(1-ethoxyvinyl)tin (157 mg 0.435 mmol), and Pd(PPh3)4 (23 mg, 0.020 mmol) in toluene (5 mL). Degas the mixture with N2 and seal the tube. Heat the solution at 120° C. overnight. Cool and filter through Celite. Wash the Celite bed with EtOAc (25 mL). Evaporate the solvent and dissolve the residue in 1N HCl and heat at 50° C. for 2 h. Cool and extract with C...